Task: describe an organic reaction: reactants, conditions, products, and yield. Dataset: the Open Reaction Database (ORD), a public repository of structured organic reaction records Reactants: FC1=CC=C(C=C1)C=1C(=C2CCCN2C1C1=CC=NC=C1)C(=O)OCC (Ethyl 2-(4-fluorophenyl)-3-(4-pyridyl)-6,7-dihydro-5H-pyrrolizine-1-carboxylate), sodium dihydrido-bis(2-methoxy-ethoxy)aluminate, Al2O3— ethyl acetate n-hexane. The solvent is C1CCOC1 (THF). Yields the product FC1=CC=C(C=C1)C=1C(=C2CCCN2C1C1=CC=NC=C1)CO ([2-(4-Fluorophenyl)-3-(4-pyridyl)-6,7-dihydro-5H-pyrrolizin-1-yl]methanol). Reaction SMILES: [F:1][C:2]1[CH:7]=[CH:6][C:5]([C:8]2[C:9]([C:22](OCC)=[O:23])=[C:10]3[N:14]([C:15]=2[C:16]2[CH:21]=[CH:20][N:19]=[CH:18][CH:17]=2)[CH2:13][CH2:12][CH2:11]3)=[CH:4][CH:3]=1>C1COCC1>[F:1][C:2]1[CH:3]=[CH:4][C:5]([C:8]2[C:9]([CH2:22][OH:23])=[C:10]3[N:14]([C:15]=2[C:16]2[CH:17]=[CH:18][N:19]=[CH:20][CH:21]=2)[CH2:13][CH2:12][CH2:11]3)=[CH:6][CH:7]=1. Procedure details: Ethyl 2-(4-fluorophenyl)-3-(4-pyridyl)-6,7-dihydro-5H-pyrrolizine-1-carboxylate (example 19A, 0.15 g, 0.43 mmol) is dissolved under argon in abs. THF (4 ml) and sodium dihydrido-bis(2-methoxy-ethoxy)aluminate solution (VitrideR, 70% in toluene, 0.9 ml, 4.5 mmol) is added dropwise in 4 portions at 40° C. with exclusion of moisture at in each case an interval of 1 hour. 1 h after the last addition, starting material can no longer be detected by tlc (Al2O3— ethyl acetate/n-hexane 3:7). Starting materials: C(C)OCN1C=NC=2N(C(NC(C12)=O)=O)C (7-ethoxymethyl-3-methylxanthine), BrCCCP(OCC)(=O)OCC (diethyl 3-bromopropanephosphonate). Product: C(C)OCN1C=NC=2N(C(N(C(C12)=O)CCCP(OCC)(OCC)=O)=O)C (Diethyl [3-(7-ethoxymethyl-3-methylxanthin-1-yl)propyl]phosphonate). As a reaction SMILES: [CH2:1]([O:3][CH2:4][N:5]1[C:13]2[C:12](=[O:14])[NH:11][C:10](=[O:15])[N:9]([CH3:16])[C:8]=2[N:7]=[CH:6]1)[CH3:2].Br[CH2:18][CH2:19][CH2:20][P:21]([O:26][CH2:27][CH3:28])(=[O:25])[O:22][CH2:23][CH3:24]>>[CH2:1]([O:3][CH2:4][N:5]1[C:13]2[C:12](=[O:14])[N:11]([CH2:18][CH2:19][CH2:20][P:21](=[O:25])([O:26][CH2:27][CH3:28])[O:22][CH2:23][CH3:24])[C:10](=[O:15])[N:9]([CH3:16])[C:8]=2[N:7]=[CH:6]1)[CH3:2]. Procedure details: The title substance was prepared from 0.048 mol of 7-ethoxymethyl-3-methylxanthine and 0.058 mol of diethyl 3-bromopropanephosphonate analogously to Example 32 and chromatographed on silica gel (eluent: ethyl acetate/methanol 10:1). Starting materials: CC(=O)O[BH-](OC(C)=O)OC(C)=O, COc1ccc(CNc2ncnc3c2ccn3C2CC(CNC(C)C)C3OC(C)(C)OC32)c(OC)c1, CC(=O)O, ClCCCl, ClCCl, [Na+], CCOC(=O)CCC1CC(=O)C1. Product: CCOC(=O)CCC1CC(N(CC2CC(n3ccc4c(NCc5ccc(OC)cc5OC)ncnc43)C3OC(C)(C)OC23)C(C)C)C1. As a reaction SMILES: [C:57]([O:58][BH-:59]([O:60][C:61](=[O:62])[CH3:63])[O:64][C:65](=[O:66])[CH3:67])(=[O:68])[CH3:69].[CH3:1][O:2][c:3]1[c:4]([CH2:5][NH:6][c:7]2[c:8]3[c:9]([n:10][cH:11][n:12]2)[n:13]([CH:16]2[CH2:17][CH:18]([CH2:26][NH:27][CH:28]([CH3:29])[CH3:30])[CH:19]4[O:20][C:21]([CH3:24])([CH3:25])[O:22][CH:23]24)[cH:14][cH:15]3)[cH:31][cH:32][c:33]([O:35][CH3:36])[cH:34]1.[CH3:53][C:54](=[O:55])[OH:56].[Cl:37][CH2:38][CH2:39][Cl:40].[Cl:71][CH2:72][Cl:73].[Na+:70].[O:41]=[C:42]1[CH2:43][CH:44]([CH2:46][CH2:47][C:48](=[O:49])[O:50][CH2:51][CH3:52])[CH2:45]1>>[CH3:1][O:2][c:3]1[c:4]([CH2:5][NH:6][c:7]2[c:8]3[c:9]([n:10][cH:11][n:12]2)[n:13]([CH:16]2[CH2:17][CH:18]([CH2:26][N:27]([CH:28]([CH3:29])[CH3:30])[CH:42]4[CH2:43][CH:44]([CH2:46][CH2:47][C:48](=[O:49])[O:50][CH2:51][CH3:52])[CH2:45]4)[CH:19]4[O:20][C:21]([CH3:24])([CH3:25])[O:22][CH:23]24)[cH:14][cH:15]3)[cH:31][cH:32][c:33]([O:35][CH3:36])[cH:34]1. Starting materials: BrC1=C(N=CN1C)C1=NC=CC(=C1)C#N (2-(5-bromo-1-methyl-1H-imidazol-4-yl)pyridine-4-carbonitrile), FC1=CC=C(C=C1)B(O)O (4-fluorophenylboronic acid). The product is FC1=CC=C(C=C1)C1=C(N=CN1C)C1=NC=CC(=C1)C#N (2-[5-(4-fluorophenyl)-1-methyl-1H-imidazol-4-yl]pyridine-4-carbonitrile). As a reaction SMILES: Br[C:2]1[N:6]([CH3:7])[CH:5]=[N:4][C:3]=1[C:8]1[CH:13]=[C:12]([C:14]#[N:15])[CH:11]=[CH:10][N:9]=1.[F:16][C:17]1[CH:22]=[CH:21][C:20](B(O)O)=[CH:19][CH:18]=1>>[F:16][C:17]1[CH:22]=[CH:21][C:20]([C:2]2[N:6]([CH3:7])[CH:5]=[N:4][C:3]=2[C:8]2[CH:13]=[C:12]([C:14]#[N:15])[CH:11]=[CH:10][N:9]=2)=[CH:19][CH:18]=1. Procedure: The title compound was prepared from 2-(5-bromo-1-methyl-1H-imidazol-4-yl)pyridine-4-carbonitrile and 4-fluorophenylboronic acid according to the procedure for the preparation of Example 3, part A. [M+H] Calc'd for C16H11FN4, 279. Found, 279. The reactants are CS(C)=O, O=C(O)Cc1ccc(CCNS(=O)(=O)c2ccc(Cl)cc2)cc1, Nc1nnn[nH]1, O, O=[N+]([O-])c1ccc(O)cc1, c1c[n-]cn1. The product is O=C(Cc1ccc(CCNS(=O)(=O)c2ccc(Cl)cc2)cc1)Nc1nnn[nH]1. Reaction SMILES: [CH3:29][S:30](=[O:31])[CH3:32].[Cl:6][c:7]1[cH:8][cH:9][c:10]([S:13](=[O:14])(=[O:15])[NH:16][CH2:17][CH2:18][c:19]2[cH:20][cH:21][c:22]([CH2:25][C:26](=[O:27])[OH:28])[cH:23][cH:24]2)[cH:11][cH:12]1.[NH2:43][c:44]1[n:45][n:46][n:47][nH:48]1.[OH2:49].[OH:33][c:34]1[cH:35][cH:36][c:37]([N+:38](=[O:39])[O-:40])[cH:41][cH:42]1.[n-:1]1[cH:2][cH:3][n:4][cH:5]1>>[Cl:6][c:7]1[cH:8][cH:9][c:10]([S:13](=[O:14])(=[O:15])[NH:16][CH2:17][CH2:18][c:19]2[cH:20][cH:21][c:22]([CH2:25][C:26](=[O:28])[NH:43][c:44]3[nH:45][n:46][n:47][n:48]3)[cH:23][cH:24]2)[cH:11][cH:12]1. Reactants: C, O=CO, [Pd], N#Cc1cc([N+](=O)[O-])ccc1-c1ccc(OS(N)(=O)=O)cc1. The product is N#Cc1cc(N)ccc1-c1ccc(OS(N)(=O)=O)cc1. RXN SMILES: [C:26].[CH:23]([OH:24])=[O:25].[Pd:27].[S:1]([NH2:2])([O:3][c:4]1[cH:5][cH:6][c:7](-[c:10]2[c:11]([C:19]#[N:20])[cH:12][c:13]([N+:16]([O-:17])=[O:18])[cH:14][cH:15]2)[cH:8][cH:9]1)(=[O:21])=[O:22]>>[S:1]([NH2:2])([O:3][c:4]1[cH:5][cH:6][c:7](-[c:10]2[c:11]([C:19]#[N:20])[cH:12][c:13]([NH2:16])[cH:14][cH:15]2)[cH:8][cH:9]1)(=[O:21])=[O:22]. The reactants are C(C)OC(=O)C=1OC2=C(C1C)C(=CC=C2)OCC(CNC(C)C)O (4-(2-hydroxy-3-isopropylamino-propoxy)-3-methyl-benzofuran-2-carboxylic acid ethyl ester), [OH-].[Na+] (NaOH), Cl (HCl). Solvent: CO (methanol). Conditions: time 8 hour. The product is OC(COC1=CC=CC2=C1C(=C(O2)C(=O)O)C)CNC(C)C (4-(2-hydroxy-3-isopropylamino-propoxy)-3-methyl-benzofuran-2-carboxylic acid). Yield: 86.2%. RXN SMILES: C([O:3][C:4]([C:6]1[O:7][C:8]2[CH:15]=[CH:14][CH:13]=[C:12]([O:16][CH2:17][CH:18]([OH:24])[CH2:19][NH:20][CH:21]([CH3:23])[CH3:22])[C:9]=2[C:10]=1[CH3:11])=[O:5])C.[OH-].[Na+].Cl>CO>[OH:24][CH:18]([CH2:19][NH:20][CH:21]([CH3:23])[CH3:22])[CH2:17][O:16][C:12]1[C:9]2[C:10]([CH3:11])=[C:6]([C:4]([OH:5])=[O:3])[O:7][C:8]=2[CH:15]=[CH:14][CH:13]=1 |f:1.2|. Reported procedure: A solution of 4-(2-hydroxy-3-isopropylamino-propoxy)-3-methyl-benzofuran-2-carboxylic acid ethyl ester (100 mg) in methanol (5 ml) was treated with 5 N NaOH solution (1 ml) at room temperature, and the resulting mixture was stirred overnight at the same temperature. The solution was acidified with 1N HCl solution (6 ml) and concentrated in vacuo. The residue was dissolved in H2O and passed through Sep-Pak Cartridge (C18) which was developed with H2O-MeOH. The fractions containing the target comp...